Dataset: the Open Reaction Database (ORD), a public repository of structured organic reaction records. Task: describe an organic reaction: reactants, conditions, products, and yield Starting materials: COc1ccc(CSC2CNC(C(N)=O)C2)cc1, COS(=O)(=O)OC, Cl, [Na+], C1COCCO1, [OH-]. The product is COc1ccc(CSC2CC(C(N)=O)N(C)C2)cc1. RXN SMILES: [C:9]([NH2:10])(=[O:11])[CH:12]1[NH:13][CH2:14][CH:15]([S:17][CH2:18][c:19]2[cH:20][cH:21][c:22]([O:25][CH3:26])[cH:23][cH:24]2)[CH2:16]1.[CH3:1][O:2][S:3]([O:4][CH3:5])(=[O:6])=[O:7].[ClH:8].[Na+:28].[O:29]1[CH2:30][CH2:31][O:32][CH2:33][CH2:34]1.[OH-:27]>>[CH3:1][N:13]1[CH:12]([C:9]([NH2:10])=[O:11])[CH2:16][CH:15]([S:17][CH2:18][c:19]2[cH:20][cH:21][c:22]([O:25][CH3:26])[cH:23][cH:24]2)[CH2:14]1. Starting materials: C(C)(=O)OC1[C@H](OCC2=CC=CC=C2)[C@@H](OC)[C@H](OCC2=CC=CC=C2)CO1 (2,4-di-O-benzyl-3-O-methyl-a,b-D-xylopyranosyl acetate), [Si](C)(C)(C)C#N (Me3SiCN), B(F)(F)F.CCOCC (boron trifluoride etherate). The solvent is [N+](=O)([O-])C (nitromethane). Conditions: time 30 minute. The product is C(C1=CC=CC=C1)O[C@H]1C(OC[C@H]([C@@H]1OC)OCC1=CC=CC=C1)C#N (2,4-di-O-benzyl-3-O-methyl-a,b-D-xylopyranosyl cyanide). The yield is 70.7%. RXN SMILES: C(O[CH:5]1[O:28][CH2:27][C@@H:18]([O:19][CH2:20][C:21]2[CH:26]=[CH:25][CH:24]=[CH:23][CH:22]=2)[C@H:15]([O:16][CH3:17])[C@H:6]1[O:7][CH2:8][C:9]1[CH:14]=[CH:13][CH:12]=[CH:11][CH:10]=1)(=O)C.[Si]([C:33]#[N:34])(C)(C)C.B(F)(F)F.CCOCC>[N+](C)([O-])=O>[CH2:8]([O:7][C@@H:6]1[C@@H:15]([O:16][CH3:17])[C@H:18]([O:19][CH2:20][C:21]2[CH:22]=[CH:23][CH:24]=[CH:25][CH:26]=2)[CH2:27][O:28][CH:5]1[C:33]#[N:34])[C:9]1[CH:10]=[CH:11][CH:12]=[CH:13][CH:14]=1 |f:2.3|. Procedure details: To a stirred solution of 2,4-di-O-benzyl-3-O-methyl-a,b-D-xylopyranosyl acetate (20 g, 0.052 mole) and Me3SiCN (20 ml, 0.16 mole) in anhydrous nitromethane (300 ml) was added boron trifluoride etherate (1.0 g, 0.007 mole) at room temperature. After the mixture was stirred at room temperature for 30 min, the mixture was evaporated to dryness under reduced pressure. The residue was chromatographed on silica gel using CH2C12 /AcOEt (99:1) as an eluent to give 2,4-di-O-benzyl-3-O-methyl-a,b-D-xylopy... The reactants are CC1CC2C3CC(F)C4=CC(=O)C=CC4(C)C3C(O)CC2(C)C1C(=O)C=O, OCCCl. The product is CC1CC2C3CC(F)C4=CC(=O)C=CC4(C)C3C(O)CC2(C)C1C(=O)C(=O)O. Reaction SMILES: [F:1][CH:2]1[CH2:3][CH:4]2[CH:5]3[CH2:6][CH:7]([CH3:27])[CH:8]([C:9]([CH:10]=[O:11])=[O:12])[C:13]3([CH3:26])[CH2:14][CH:15]([OH:25])[CH:16]2[C:17]2([CH3:24])[CH:18]=[CH:19][C:20](=[O:23])[CH:21]=[C:22]12.[OH:28][CH2:29][CH2:30][Cl:31]>>[F:1][CH:2]1[CH2:3][CH:4]2[CH:5]3[CH2:6][CH:7]([CH3:27])[CH:8]([C:9]([C:10](=[O:11])[OH:28])=[O:12])[C:13]3([CH3:26])[CH2:14][CH:15]([OH:25])[CH:16]2[C:17]2([CH3:24])[CH:18]=[CH:19][C:20](=[O:23])[CH:21]=[C:22]12.